Task: describe an organic reaction: reactants, conditions, products, and yield. Dataset: the Open Reaction Database (ORD), a public repository of structured organic reaction records The reactants are C(C=1C(O)=CC=CC1)(=O)OCC(O)CO (glycerol salicylate), C[O-].[Na+] (sodium methoxide), C(C=1C(O)=CC=CC1)(=O)OC (methyl salicylate), C(O)C(C)(CO)CO (trimethylolethane), C(C=1C(O)=CC=CC1)(=O)OC (methyl salicylate). Yields the product C(C=1C(O)=CC=CC1)(=O)O.C(O)C(C)(CO)CO (Trimethylolethane salicylate). RXN SMILES: [C:1]([O:10]CC(CO)O)(=[O:9])[C:2]1[C:3](=[CH:5][CH:6]=[CH:7][CH:8]=1)[OH:4].[CH2:16]([C:18]([CH2:22][OH:23])([CH2:20][OH:21])[CH3:19])[OH:17].C(OC)(=O)C1C(=CC=CC=1)O.C[O-].[Na+]>>[C:1]([OH:10])(=[O:9])[C:2]1[C:3](=[CH:5][CH:6]=[CH:7][CH:8]=1)[OH:4].[CH2:16]([C:18]([CH2:22][OH:23])([CH2:20][OH:21])[CH3:19])[OH:17] |f:3.4,5.6|. Reported procedure: Trimethylolethane salicylate was prepared by the method described in Example 1 for the preparation of glycerol salicylate except that the reactants were trimethylolethane (60.1 g; 0.5 moles), methyl salicylate (119.7 g; 0.788 moles), sodium methoxide (0.82 g; 0.015 moles). The final methyl salicylate level was 10.0%. Reactants: IC=1C=C(NC1)S(=O)(=O)C (4-iodo-2-methanesulfonyl-1H-pyrrole), C(=O)([O-])[O-].[Cs+].[Cs+] (Cs2CO3), C(C)I (ethyl iodide). Run in CN(C)C=O (DMF), CCOC(=O)C (EtOAc). Yields the product C(C)N1C(=CC(=C1)I)S(=O)(=O)C (1-Ethyl-4-iodo-2-methanesulfonyl-1H-pyrrole). Yield: 10.0%. Reaction SMILES: [I:1][C:2]1[CH:3]=[C:4]([S:7]([CH3:10])(=[O:9])=[O:8])[NH:5][CH:6]=1.C([O-])([O-])=O.[Cs+].[Cs+].[CH2:17](I)[CH3:18]>CN(C=O)C.CCOC(C)=O>[CH2:17]([N:5]1[CH:6]=[C:2]([I:1])[CH:3]=[C:4]1[S:7]([CH3:10])(=[O:9])=[O:8])[CH3:18] |f:1.2.3|. Procedure details: A solution of 4-iodo-2-methanesulfonyl-1H-pyrrole (0.14 g, 0.52 mmol) in DMF was treated with Cs2CO3 (0.84 g, 2.58 mmol) and ethyl iodide (0.161 g, 1.03 mmol). The reaction mixture was diluted with EtOAc and washed sequentially with water and brine. The organic phase was separated, dried (Na2SO4) and concentrated in vacuo. Chromatography of the resultant residue (silica gel, 10%-30% EtOAc-hexanes as eluent) yielded an oil; 1H NMR (400 MHz, CDCl3) δ: 1.47 (t, 3H, J=7.3 Hz), 3.09 (s, 3H), 4.26 (q,... The reactants are C(C)(C)(C)OC(=O)C1CN2C=CC3=C(C=CC(=C23)CN1)CC(N)=O (7-Carbamoylmethyl-3,4-dihydro-1H-[1,4]diaze-pino[6,7,1-hi]indole-2-carboxylic acid tert-butyl ester), COC(C(C1=CNC2=C(C=CC=C12)CO[Si](C(C)C)(C(C)C)C(C)C)=O)=O (oxo-(7-triisopropylsilanyloxymethyl-1H-indol-3-yl)-acetic acid methyl ester). Product: C(C)(C)(C)OC(=O)C1CN2C=CC3=C(C=CC(=C23)CN1)C=1C(NC(C1C1=CNC2=C(C=CC=C12)CO[Si](C(C)C)(C(C)C)C(C)C)=O)=O (7-[2,5-Dioxo-4-(7-triisopropylsilanyloxymethyl-1H-indol-3-yl)-2,5-dihydro-1H-pyrrol-3-yl]-3,4-dihydro-1H-[1,4]diazepino[6,7,1-hi]indole-2-carboxylic Acid Tert-butyl Ester). As a reaction SMILES: [C:1]([O:5][C:6]([CH:8]1[NH:20][CH2:19][C:17]2=[C:18]3[C:13](=[C:14]([CH2:21][C:22](=[O:24])[NH2:23])[CH:15]=[CH:16]2)[CH:12]=[CH:11][N:10]3[CH2:9]1)=[O:7])([CH3:4])([CH3:3])[CH3:2].C[O:26][C:27](=O)[C:28](=O)[C:29]1[C:37]2[C:32](=[C:33]([CH2:38][O:39][Si:40]([CH:47]([CH3:49])[CH3:48])([CH:44]([CH3:46])[CH3:45])[CH:41]([CH3:43])[CH3:42])[CH:34]=[CH:35][CH:36]=2)[NH:31][CH:30]=1>>[C:1]([O:5][C:6]([CH:8]1[NH:20][CH2:19][C:17]2=[C:18]3[C:13](=[C:14]([C:21]4[C:22](=[O:24])[NH:23][C:27](=[O:26])[C:28]=4[C:29]4[C:37]5[C:32](=[C:33]([CH2:38][O:39][Si:40]([CH:41]([CH3:43])[CH3:42])([CH:47]([CH3:49])[CH3:48])[CH:44]([CH3:46])[CH3:45])[CH:34]=[CH:35][CH:36]=5)[NH:31][CH:30]=4)[CH:15]=[CH:16]2)[CH:12]=[CH:11][N:10]3[CH2:9]1)=[O:7])([CH3:4])([CH3:2])[CH3:3]. Reported procedure: Beginning with 7-Carbamoylmethyl-3,4-dihydro-1H-[1,4]diaze-pino[6,7,1-hi]indole-2-carboxylic acid tert-butyl ester and oxo-(7-triisopropylsilanyloxymethyl-1H-indol-3-yl)-acetic acid methyl ester, the title compound was prepared essentially as described in Example 1. Starting materials: C(C)(=O)O[C@H]1[C@H](OC(C2=CC=CC=C2)=O)[C@H](OC(C2=CC=CC=C2)=O)[C@H](O1)COC(C1=CC=CC=C1)=O (1-O-acetyl-2,3,5-tri-O-benzoyl-β-D-ribofuranose), C1(=CC=CC2=CC=CC=C12)O (α-naphthol), B(F)(F)F (boron trifluoride). Solvent: ClCCl (dichloromethane). Yields the product C(C1=CC=CC=C1)(=O)O[C@H]1[C@H](OC2=CC=CC3=CC=CC=C23)O[C@@H]([C@H]1OC(C1=CC=CC=C1)=O)COC(C1=CC=CC=C1)=O (α-naphthyl 2,3,5-tri-O-benzoyl-β-D-ribofuranoside), C1(=CC=CC2=CC=CC=C12)O (α-naphthol). As a reaction SMILES: [C:1]([O:4][C@@H:5]1[O:27][C@H:26]([CH2:28][O:29][C:30](=[O:37])[C:31]2[CH:36]=[CH:35][CH:34]=[CH:33][CH:32]=2)[C@@H:16]([O:17][C:18](=[O:25])[C:19]2[CH:24]=[CH:23][CH:22]=[CH:21][CH:20]=2)[C@H:6]1[O:7][C:8](=[O:15])[C:9]1[CH:14]=[CH:13][CH:12]=[CH:11][CH:10]=1)(=O)[CH3:2].[C:38]1([OH:48])[C:47]2[C:42](=[CH:43][CH:44]=[CH:45][CH:46]=2)[CH:41]=[CH:40][CH:39]=1.B(F)(F)F>ClCCl>[C:8]([O:7][C@@H:6]1[C@H:16]([O:17][C:18](=[O:25])[C:19]2[CH:24]=[CH:23][CH:22]=[CH:21][CH:20]=2)[C@@H:26]([CH2:28][O:29][C:30](=[O:37])[C:31]2[CH:32]=[CH:33][CH:34]=[CH:35][CH:36]=2)[O:27][C@H:5]1[O:4][C:1]1[C:47]2[C:42](=[CH:41][CH:40]=[CH:39][CH:38]=2)[CH:43]=[CH:44][CH:2]=1)(=[O:15])[C:9]1[CH:10]=[CH:11][CH:12]=[CH:13][CH:14]=1.[C:38]1([OH:48])[C:47]2[C:42](=[CH:43][CH:44]=[CH:45][CH:46]=2)[CH:41]=[CH:40][CH:39]=1. Reported procedure: A solution 1-O-acetyl-2,3,5-tri-O-benzoyl-β-D-ribofuranose (500 mg, 0.99 mmol). α-naphthol (428 mg. 3.00 mmol) and boron trifluoride diethyletherate (141 mg, 0.99 mmol, 125 μl) in dry dichloromethane (5 ml) was stirred at room temperature under argon for 16 hours. The mixture was worked up as for Stage 1 of Example 1 and purified by flash chromatography on silica gel (eluting with dichloromethane:hexanes, 3:2) to afford the title compound contaminated with α-naphthol. The latter was removed by d... Starting materials: Cl.C(C1=CC=CC=C1)(C1=CC=CC=C1)[C@@H]1CNCC[C@@H]1OCC1=CC(=CC(=C1)C(F)(F)F)F (cis-3-Benzhydryl-4-[[3-fluoro-5-(trifluoromethyl)benzyl]oxy]piperidine hydrochloride), C(C)(=O)O (acetic acid). Product: C(C)(=O)N1C[C@H]([C@H](CC1)OCC1=CC(=CC(=C1)C(F)(F)F)F)C(C1=CC=CC=C1)C1=CC=CC=C1 (cis-1-Acetyl-3-benzhydryl-4-[[3-fluoro-5-(trifluoromethyl)benzyl]oxy]piperidine). Reaction SMILES: Cl.[CH:2]([C@H:15]1[C@@H:20]([O:21][CH2:22][C:23]2[CH:28]=[C:27]([C:29]([F:32])([F:31])[F:30])[CH:26]=[C:25]([F:33])[CH:24]=2)[CH2:19][CH2:18][NH:17][CH2:16]1)([C:9]1[CH:14]=[CH:13][CH:12]=[CH:11][CH:10]=1)[C:3]1[CH:8]=[CH:7][CH:6]=[CH:5][CH:4]=1.[C:34](O)(=[O:36])[CH3:35]>>[C:34]([N:17]1[CH2:18][CH2:19][C@H:20]([O:21][CH2:22][C:23]2[CH:28]=[C:27]([C:29]([F:32])([F:30])[F:31])[CH:26]=[C:25]([F:33])[CH:24]=2)[C@H:15]([CH:2]([C:9]2[CH:14]=[CH:13][CH:12]=[CH:11][CH:10]=2)[C:3]2[CH:8]=[CH:7][CH:6]=[CH:5][CH:4]=2)[CH2:16]1)(=[O:36])[CH3:35] |f:0.1|. Procedure: The compound (28.8 mg) obtained in Example 26 and acetic acid (6.9 μl) were reacted and treated in the same manner as in the method described in Example 33 to obtain the title compound. Reactants: ClC=1C=C(C=CC1OCC1=CC(=CC=C1)F)NC1=NC=NC2=CC=C(C=C12)I (N-{3-chloro-4-[(3-fluorobenzyl)oxy]phenyl}-6-iodo-4-quinazolinamine), C(=O)C=1OC(=CC1)B(O)O (2-formylfuran-5-boronic acid), COCCOC (DME), CO (MeOH). Reagents/catalysts: [Pd] (palladium on activated carbon). Solvent: C(C)N(CC)CC (triethylamine). Reaction conditions: temperature 50 celsius. The product is ClC=1C=C(NC2=NC=NC3=CC=C(C=C23)C2=CC=C(O2)C=O)C=CC1OCC1=CC(=CC=C1)F (5-(4-[3-chloro-4-(3-fluorobenzyloxy)-anilino]-6-quinazolinyl)-furan-2-carbaldehyde). Reaction SMILES: [Cl:1][C:2]1[CH:3]=[C:4]([NH:17][C:18]2[C:27]3[C:22](=[CH:23][CH:24]=[C:25](I)[CH:26]=3)[N:21]=[CH:20][N:19]=2)[CH:5]=[CH:6][C:7]=1[O:8][CH2:9][C:10]1[CH:15]=[CH:14][CH:13]=[C:12]([F:16])[CH:11]=1.[CH:29]([C:31]1[O:32][C:33](B(O)O)=[CH:34][CH:35]=1)=[O:30].COCCOC.CO>[Pd].C(N(CC)CC)C>[Cl:1][C:2]1[CH:3]=[C:4]([CH:5]=[CH:6][C:7]=1[O:8][CH2:9][C:10]1[CH:15]=[CH:14][CH:13]=[C:12]([F:16])[CH:11]=1)[NH:17][C:18]1[C:27]2[C:22](=[CH:23][CH:24]=[C:25]([C:33]3[O:32][C:31]([CH:29]=[O:30])=[CH:35][CH:34]=3)[CH:26]=2)[N:21]=[CH:20][N:19]=1. Reported procedure: To a reaction vessel was added N-{3-chloro-4-[(3-fluorobenzyl)oxy]phenyl}-6-iodo-4-quinazolinamine (100 mg; 0.198 mmol), 2-formylfuran-5-boronic acid (Frontier Scientific, 42 mg; 0.297 mmol), 10% palladium on activated carbon (5 mg; 0.05 wt), DME (2.0 mL), MeOH (1.0 mL) and triethylamine (83 μL). After heating at 50° C. for 14 h, a HPLC indicated 98.5% clean conversion. 1H NMR (d6-DMSO) δ: 11.44 (s, 1H), 9.38 (s, 2H), 9.11 (s, 1H), 8.90 (s, 1H), 8.39 (dd, 1H, J=8 and 4 Hz), 7.89 (d, 1H, J=12 Hz)... As a reaction SMILES: [CH2:24]1[CH2:25][NH:26][CH2:27][CH2:28][NH:29]1.[Cl:1][c:2]1[n:3][c:4]([N:17]2[CH2:18][CH2:19][S:20](=[O:23])[CH2:21][CH2:22]2)[c:5]2[c:6]([n:7]1)[c:8]([N:12]([CH2:13][CH3:14])[CH2:15][CH3:16])[n:9][cH:10][n:11]2>>[c:2]1([N:26]2[CH2:25][CH2:24][NH:29][CH2:28][CH2:27]2)[n:3][c:4]([N:17]2[CH2:18][CH2:19][S:20](=[O:23])[CH2:21][CH2:22]2)[c:5]2[c:6]([n:7]1)[c:8]([N:12]([CH2:13][CH3:14])[CH2:15][CH3:16])[n:9][cH:10][n:11]2. Product: CCN(CC)c1ncnc2c(N3CCS(=O)CC3)nc(N3CCNCC3)nc12. Starting materials: C1CNCCN1, CCN(CC)c1ncnc2c(N3CCS(=O)CC3)nc(Cl)nc12. Starting materials: C(C)N1C2=CC=CC=C2C=2CCCC(C12)(C)CCN(C=O)C (N-[2-(9-ethyl-1,2,3,4-tetrahydro-1-methylcarbazol-1-yl)ethyl]-N-methylformamide). Solvent: [OH-].[K+] (KOH). The product is C(C)N1C2=CC=CC=C2C=2CCCC(C12)(CCNC)C (9-Ethyl-1,2,3,4-tetrahydro-N,1-dimethylcarbazole-1-ethanamine). As a reaction SMILES: [CH2:1]([N:3]1[C:15]2[C:14]([CH2:17][CH2:18][N:19](C)[CH:20]=O)([CH3:16])[CH2:13][CH2:12][CH2:11][C:10]=2[C:9]2[C:4]1=[CH:5][CH:6]=[CH:7][CH:8]=2)[CH3:2]>[OH-].[K+]>[CH2:1]([N:3]1[C:15]2[C:14]([CH3:16])([CH2:17][CH2:18][NH:19][CH3:20])[CH2:13][CH2:12][CH2:11][C:10]=2[C:9]2[C:4]1=[CH:5][CH:6]=[CH:7][CH:8]=2)[CH3:2] |f:1.2|. Procedure: N-[2-(9-ethyl-1,2,3,4-tetrahydro-1-methylcarbazol-1-yl)ethyl]-N-methylformamide (2.1 g), described in Example 225, is heated at reflux in a solution of 10% KOH (50 ml) for 48 hr. After cooling the solution is rendered acidic and extracted with ether. The aqueous phase is then rendered alkaline and extracted with ether. The latter extract is dried (MgSO4) and conc. to yield the title compound, nmr (CDCl3) δ 1.4 (m, 6H), 2.37 (s, 3H), 4.3 (q, J = 7, 2H), 7.25 (m, 4H); the corresponding hydrochlori... Reactants: CCO[Si](OCC)(OCC)c1ccccc1C (effective_coupling_partner), COc2ccc1cc(OC(=O)N(C)C)ccc1c2 (substrate). Reagents/catalysts: dcype. Conditions: temperature 120 celsius, time 12 hour. Yields the product COc3ccc2cc(c1ccccc1C)ccc2c3.